From a dataset of the Open Reaction Database (ORD), a public repository of structured organic reaction records. describe an organic reaction: reactants, conditions, products, and yield Reactants: CN(C)C=O, O=C(CCCl)Nc1ccccc1, [H-], [Na+], c1ccc2c(Cc3ncc[nH]3)c[nH]c2c1. Product: O=C(CCn1cc(Cc2ncc[nH]2)c2ccccc21)Nc1ccccc1. RXN SMILES: [CH3:30][N:31]([CH3:32])[CH:33]=[O:34].[Cl:18][CH2:19][CH2:20][C:21](=[O:22])[NH:23][c:24]1[cH:25][cH:26][cH:27][cH:28][cH:29]1.[H-:16].[Na+:17].[nH:1]1[c:2]([CH2:6][c:7]2[cH:8][nH:9][c:10]3[cH:11][cH:12][cH:13][cH:14][c:15]23)[n:3][cH:4][cH:5]1>>[n:1]1[c:2]([CH2:6][c:7]2[cH:8][n:9]([CH2:19][CH2:20][C:21](=[O:22])[NH:23][c:24]3[cH:25][cH:26][cH:27][cH:28][cH:29]3)[c:10]3[cH:11][cH:12][cH:13][cH:14][c:15]23)[nH:3][cH:4][cH:5]1. Starting materials: [N+](=O)([O-])C1=C2C=CN=CC2=CC=C1 (5-Nitroisoquinoline), BrCCC (1-bromopropane). Solvent: C(C)O (ethanol). Yields the product [Br-].[N+](=O)([O-])C1=C2C=C[N+](=CC2=CC=C1)CCC (5-nitro-2-n-propylisoquinolinium bromide). The yield is 48.1%. Reaction SMILES: [N+:1]([C:4]1[CH:13]=[CH:12][CH:11]=[C:10]2[C:5]=1[CH:6]=[CH:7][N:8]=[CH:9]2)([O-:3])=[O:2].[Br:14][CH2:15][CH2:16][CH3:17]>C(O)C>[Br-:14].[N+:1]([C:4]1[CH:13]=[CH:12][CH:11]=[C:10]2[C:5]=1[CH:6]=[CH:7][N+:8]([CH2:15][CH2:16][CH3:17])=[CH:9]2)([O-:3])=[O:2] |f:3.4|. Procedure details: 5-Nitroisoquinoline (10.0 g) and 1-bromopropane (7.8 g) were refluxed in ethanol (200 ml) for five days. On cooling to room temperature, a yellow powdery precipitate formed. This was collected by vacuum filtration and purified by recrystallization from ethanol to yield 8.2 g of the desired 5-nitro-2-n-propylisoquinolinium bromide as yellow, crystalline needles, m.p. 206.5°-209.5° C. Product: CCCCOCCOc1ccc(-c2cnc3c(c2)C=C(C(=O)Nc2ccc(S(=O)Cc4cncn4CCC)cc2)CCCN3CCC)cc1. The reactants are CCCn1cncc1CS(=O)c1ccc(N)cc1, CCCCOCCOc1ccc(-c2cnc3c(c2)C=C(C(=O)O)CCCN3CCC)cc1, CCCn1cncc1CS(=O)c1ccc(N)cc1, CCOC(C)=O, ClCCl, O=C(Cl)C(=O)Cl, Cl, C1CCOC1, CN(C)C=O, O, O, Cc1ccc(C(=O)OC(=O)C(O)C(O)C(=O)OC(=O)c2ccc(C)cc2)cc1, c1ccncc1. RXN SMILES: [CH2:30]([CH2:31][CH3:32])[n:33]1[cH:34][n:35][cH:36][c:37]1[CH2:38][S:39](=[O:40])[c:41]1[cH:42][cH:43][c:44]([NH2:45])[cH:46][cH:47]1.[CH2:48]([CH2:49][CH2:50][CH3:51])[O:52][CH2:53][CH2:54][O:55][c:56]1[cH:57][cH:58][c:59](-[c:62]2[cH:63][c:64]3[c:65]([n:78][cH:79]2)[N:66]([CH2:75][CH2:76][CH3:77])[CH2:67][CH2:68][CH2:69][C:70]([C:72](=[O:73])[OH:74])=[CH:71]3)[cH:60][cH:61]1.[CH2:86]([n:87]1[c:88]([CH2:89][S:90]([c:91]2[cH:92][cH:93][c:94]([NH2:95])[cH:96][cH:97]2)=[O:98])[cH:99][n:100][cH:101]1)[CH2:102][CH3:103].[CH3:104][CH2:105][O:106][C:107](=[O:108])[CH3:109].[Cl:111][CH2:112][Cl:113].[Cl:80][C:81]([C:82]([Cl:83])=[O:84])=[O:85].[ClH:110].[O:114]1[CH2:115][CH2:116][CH2:117][CH2:118]1.[O:126]=[CH:127][N:128]([CH3:129])[CH3:130].[OH2:119].[OH2:1].[c:2]1([CH3:3])[cH:4][cH:5][c:6]([C:7]([O:8][C:9]([CH:10]([CH:11]([C:12]([O:13][C:14]([c:15]2[cH:16][cH:17][c:18]([CH3:19])[cH:20][cH:21]2)=[O:22])=[O:23])[OH:24])[OH:25])=[O:26])=[O:27])[cH:28][cH:29]1.[cH:120]1[cH:121][cH:122][n:123][cH:124][cH:125]1>>[CH2:30]([CH2:31][CH3:32])[n:33]1[cH:34][n:35][cH:36][c:37]1[CH2:38][S:39](=[O:40])[c:41]1[cH:42][cH:43][c:44]([NH:45][C:72]([C:70]2=[CH:71][c:64]3[cH:63][c:62](-[c:59]4[cH:58][cH:57][c:56]([O:55][CH2:54][CH2:53][O:52][CH2:48][CH2:49][CH2:50][CH3:51])[cH:61][cH:60]4)[cH:79][n:78][c:65]3[N:66]([CH2:75][CH2:76][CH3:77])[CH2:67][CH2:68][CH2:69]2)=[O:73])[cH:46][cH:47]1. As a reaction SMILES: [NH2:1][C:2]1[CH:9]=[C:8]([F:10])[CH:7]=[CH:6][C:3]=1[CH:4]=O.[CH3:11][O:12][C:13]1[CH:18]=[CH:17][CH:16]=[CH:15][C:14]=1[CH2:19][CH2:20][C:21]#[N:22]>>[F:10][C:8]1[CH:9]=[C:2]2[C:3]([CH:4]=[C:20]([CH2:19][C:14]3[CH:15]=[CH:16][CH:17]=[CH:18][C:13]=3[O:12][CH3:11])[C:21]([NH2:22])=[N:1]2)=[CH:6][CH:7]=1. Product: FC1=CC=C2C=C(C(=NC2=C1)N)CC1=C(C=CC=C1)OC (7-Fluoro-3-(2-methoxybenzyl)quinolin-2-amine). Reported procedure: The title compound was synthesized according to EXAMPLE 11 from 2-amino-4-fluorobenzaldehyde and 3-(2-methoxyphenyl)propionitrile. Starting materials: NC1=C(C=O)C=CC(=C1)F (2-amino-4-fluorobenzaldehyde), COC1=C(C=CC=C1)CCC#N (3-(2-methoxyphenyl)propionitrile).